The task is: describe an organic reaction: reactants, conditions, products, and yield. This data is from the Open Reaction Database (ORD), a public repository of structured organic reaction records. Reactants: NC1=NC(=C(C(=N1)S(=O)C)C#N)N1N=CC=C1 (2-amino-4-methanesulfinyl-6-pyrazol-1-yl-pyrimidine-5-carbonitrile), C1=C(C=CC2=CC=CC=C12)CO (2-naphthalenemethanol), C1CCC2=NCCCN2CC1 (DBU). The solvent is COCCOC (DME). Product: NC1=NC(=C(C(=N1)OCC1=CC2=CC=CC=C2C=C1)C#N)N1N=CC=C1 (2-Amino-4-(naphthalen-2-yl-methoxy)-6-pyrazol-1-yl-pyrimidine-5-carbonitrile). RXN SMILES: [NH2:1][C:2]1[N:7]=[C:6](S(C)=O)[C:5]([C:11]#[N:12])=[C:4]([N:13]2[CH:17]=[CH:16][CH:15]=[N:14]2)[N:3]=1.[CH:18]1[C:27]2[C:22](=[CH:23][CH:24]=[CH:25][CH:26]=2)[CH:21]=[CH:20][C:19]=1[CH2:28][OH:29].C1CCN2C(=NCCC2)CC1>COCCOC>[NH2:1][C:2]1[N:7]=[C:6]([O:29][CH2:28][C:19]2[CH:20]=[CH:21][C:22]3[C:27](=[CH:26][CH:25]=[CH:24][CH:23]=3)[CH:18]=2)[C:5]([C:11]#[N:12])=[C:4]([N:13]2[CH:17]=[CH:16][CH:15]=[N:14]2)[N:3]=1. Reported procedure: From 2-amino-4-methanesulfinyl-6-pyrazol-1-yl-pyrimidine-5-carbonitrile, 2-naphthalenemethanol and DBU in DME. ES-MS m/e (%): 365 (M+Na+, 100), 343 (M+H+, 40). Starting materials: CCCCC(=O)CC(=O)c1ccc(OCc2ccccc2)cc1, Cc1ccccc1, [H][H]. Product: CCCCC(=O)CC(=O)c1ccc(O)cc1. Reaction SMILES: [CH2:1]([c:2]1[cH:3][cH:4][cH:5][cH:6][cH:7]1)[O:8][c:9]1[cH:10][cH:11][c:12]([C:15]([CH2:16][C:17]([CH2:18][CH2:19][CH2:20][CH3:21])=[O:22])=[O:23])[cH:13][cH:14]1.[CH3:26][c:27]1[cH:28][cH:29][cH:30][cH:31][cH:32]1.[H:24][H:25]>>[OH:8][c:9]1[cH:10][cH:11][c:12]([C:15]([CH2:16][C:17]([CH2:18][CH2:19][CH2:20][CH3:21])=[O:22])=[O:23])[cH:13][cH:14]1. The reactants are [OH-].[Na+] (NaOH), C(C)OC(=O)C=1N(C2=CC=C(C=C2C1)C1=CC=C(C=C1)C(C)(C)C)C1=CC=C(C=C1)OC(C)C (5-(4-tert-Butylphenyl)-1-(4-isopropoxyphenyl)indole-2-carboxylic acid ethyl ester), [OH-].[Na+] (NaOH), O (water), Cl (HCl). Solvent: O1CCOCC1 (dioxane). Reaction conditions: time 30 minute. Yields the product C(C)(C)(C)C1=CC=C(C=C1)C=1C=C2C=C(N(C2=CC1)C1=CC=C(C=C1)OC(C)C)C(=O)O (5-(4-tert-Butylphenyl)-1-(4-isopropoxyphenyl)-indole-2-carboxylic acid). Yield: 67.7%. As a reaction SMILES: C([O:3][C:4]([C:6]1[N:7]([C:25]2[CH:30]=[CH:29][C:28]([O:31][CH:32]([CH3:34])[CH3:33])=[CH:27][CH:26]=2)[C:8]2[C:13]([CH:14]=1)=[CH:12][C:11]([C:15]1[CH:20]=[CH:19][C:18]([C:21]([CH3:24])([CH3:23])[CH3:22])=[CH:17][CH:16]=1)=[CH:10][CH:9]=2)=[O:5])C.[OH-].[Na+].O.Cl>O1CCOCC1>[C:21]([C:18]1[CH:19]=[CH:20][C:15]([C:11]2[CH:12]=[C:13]3[C:8](=[CH:9][CH:10]=2)[N:7]([C:25]2[CH:26]=[CH:27][C:28]([O:31][CH:32]([CH3:33])[CH3:34])=[CH:29][CH:30]=2)[C:6]([C:4]([OH:5])=[O:3])=[CH:14]3)=[CH:16][CH:17]=1)([CH3:22])([CH3:24])[CH3:23] |f:1.2|. Reported procedure: A mixture of 5-(4-tert-butylphenyl)-1-(4-isopropoxyphenyl)indole-2-carboxylic acid ethyl ester (259 mg, 0.57 mmol; see step (b)), NaOH (114 mg, 2.85 mmol), water (0.6 mL) and dioxane (3 mL) was heated using microwave irradiation for 1 h at 120° C. An additional portion of NaOH (100 mg) was added and heating was continued for another 30 min at 120° C. After cooling, the reaction was acidified with HCl (1M) to pH 2 and extracted with EtOAc. The combined extracts were washed with water, brine and d... Starting materials: O=C([O-])O, CO, CCOC(C)=O, Nc1ccc(-c2ccc(C(=O)O)cc2)cn1, [Na+], O, O=S(=O)(O)O. Product: COC(=O)c1ccc(-c2ccc(N)nc2)cc1. RXN SMILES: [C:22](=[O:23])([OH:24])[O-:25].[CH3:28][OH:29].[CH3:30][CH2:31][O:32][C:33](=[O:34])[CH3:35].[NH2:1][c:2]1[n:3][cH:4][c:5](-[c:8]2[cH:9][cH:10][c:11]([C:12](=[O:13])[OH:14])[cH:15][cH:16]2)[cH:6][cH:7]1.[Na+:26].[OH2:27].[S:17](=[O:18])(=[O:19])([OH:20])[OH:21]>>[NH2:1][c:2]1[n:3][cH:4][c:5](-[c:8]2[cH:9][cH:10][c:11]([C:12](=[O:13])[O:14][CH3:22])[cH:15][cH:16]2)[cH:6][cH:7]1. Starting materials: C1(O)=CC(O)=CC=C1 (resorcin), aqueous solution, C=O (formaldehyde), aqueous solution, N (ammonia). Run in O (water). Reaction conditions: temperature 25 celsius, time 3 hour. Product: C1(O)=CC(O)=CC=C1.C=O (resorcin formaldehyde). RXN SMILES: [C:1]1([CH:8]=[CH:7][CH:6]=[C:4]([OH:5])[CH:3]=1)[OH:2].[CH2:9]=[O:10].N>O>[C:1]1([CH:8]=[CH:7][CH:6]=[C:4]([OH:5])[CH:3]=1)[OH:2].[CH2:9]=[O:10] |f:4.5|. Procedure: In order to prepare the pre-treating liquid, 22 g of resorcin, 29 g of a 37% aqueous solution of formaldehyde, 31 g of a 28% aqueous solution of ammonia and 500 g of water were mixed altogether, the mixture was stirred at a temperature of 25° C. for 3 hours to provide a resorcin-formaldehyde prepolymer solution, the resultant prepolymer solution was mixed with 418 g of NIPPOL 2518FS, the mixture was stirred at 25° C. for 48 hours to provide an RFL emulsion, and the emulsion was mixed with 162 g ...